Task: describe an organic reaction: reactants, conditions, products, and yield. Dataset: the Open Reaction Database (ORD), a public repository of structured organic reaction records The reactants are C[O-].[Na+] (sodium methoxide), ClC1=NC(=NC(=C1C#N)NC1CC1)NC(C)(C)C#N (4-chloro-2-(1-cyano-1-methylethylamino)-6-cyclopropylamino-5-pyrimidinecarbonitrile). The solvent is CO (methanol). Run at time 16 hour. Yields the product C(#N)C(C)(C)NC1=NC(=C(C(=N1)OC)C#N)NC1CC1 (2-(1-cyano-1-methylethylamino)-6-cyclopropylamino-4-methoxy-5-pyrimidinecarbonitrile). Isolated yield 59.5%. RXN SMILES: [CH3:1][O-:2].[Na+].Cl[C:5]1[C:10]([C:11]#[N:12])=[C:9]([NH:13][CH:14]2[CH2:16][CH2:15]2)[N:8]=[C:7]([NH:17][C:18]([C:21]#[N:22])([CH3:20])[CH3:19])[N:6]=1>CO>[C:21]([C:18]([NH:17][C:7]1[N:6]=[C:5]([O:2][CH3:1])[C:10]([C:11]#[N:12])=[C:9]([NH:13][CH:14]2[CH2:16][CH2:15]2)[N:8]=1)([CH3:20])[CH3:19])#[N:22] |f:0.1|. Reported procedure: To a stirred solution of 0.8 gram of sodium methoxide in 100 ml of methanol was added portionwise 4.2 grams of 4-chloro-2-(1-cyano-1-methylethylamino)-6-cyclopropylamino-5-pyrimidinecarbonitrile. Upon complete addition, the reaction mixture was heated under reflux for 3.5 hours, then allowed to stand at room temperature for 16 hours. The methanol was removed by evaporation under reduced pressure. The residue was extracted with a mixture of water and methylene chloride. The methylene chloride lay... Product: C1(CC1)NC1=NC=CC=C1C(=O)Cl (2-(Cyclopropylamino)-3-pyridinecarbonyl Chloride). Reactants: S(=O)(Cl)Cl (Thionyl chloride), C1(CC1)NC1=NC=CC=C1C(=O)O (2-(Cyclopropylamino)-3-pyridine Carboxylic Acid). As a reaction SMILES: S(Cl)([Cl:3])=O.[CH:5]1([NH:8][C:9]2[C:14]([C:15]([OH:17])=O)=[CH:13][CH:12]=[CH:11][N:10]=2)[CH2:7][CH2:6]1>C(#N)C>[CH:5]1([NH:8][C:9]2[C:14]([C:15]([Cl:3])=[O:17])=[CH:13][CH:12]=[CH:11][N:10]=2)[CH2:7][CH2:6]1. Procedure: Thionyl chloride (25 ml, 40.8 g, 0.343 mol) was charged in a thin stream to 9.00 g, 0.048 mol, of 2-(cyclopropylamino)-3-pyridine carboxylic acid from Example 2 in acetonitrile. The mixture was heated at reflux temperature for 30 minutes. The mixture was allowed to cool and the thionyl chloride was distilled off at 40° C./23 in. Hg until the pot contents became thick. Toluene (25 ml) was added and distillation of thionyl chloride and toluene at 40° C. was continued until about one-half of the li... Run in C(C)#N (acetonitrile). Yields the product COC(=O)C=1COC2=CC=C(C=C2C1)S (6-Mercapto-2H-chromene-3-carboxylic acid methyl ester). RXN SMILES: [CH3:1][O:2][C:3]([C:5]1[CH2:6][O:7][C:8]2[C:13]([CH:14]=1)=[CH:12][C:11]([S:15](Cl)(=O)=O)=[CH:10][CH:9]=2)=[O:4].COC(C1COC2C(C=1)=CC(SCC1SC(C3C=CC(C(F)(F)F)=CC=3)=NC=1C)=CC=2)=O>>[CH3:1][O:2][C:3]([C:5]1[CH2:6][O:7][C:8]2[C:13]([CH:14]=1)=[CH:12][C:11]([SH:15])=[CH:10][CH:9]=2)=[O:4]. Procedure: Compound 16E was prepared according to the method of example 1C utilizing compound 16D. Compound 16E was prepared in 20% yield. MS: 221 (M−1)+. Preparation of 6-[4-Methyl-2-(4-trifluoromethyl-pheny)-thiazol-5-ylmethylsulfanyl]-2H-chromene-3-carboxylic acid methyl ester (Compound 16F) Reactants: COC(=O)C=1COC2=CC=C(C=C2C1)S(=O)(=O)Cl (6-Chlorosulfonyl-2H-chromene-3-carboxylic acid methyl ester), COC(=O)C=1COC2=CC=C(C=C2C1)SCC1=C(N=C(S1)C1=CC=C(C=C1)C(F)(F)F)C (6-[4-Methyl-2-(4-trifluoromethyl-pheny)-thiazol-5-ylmethylsulfanyl]-2H-chromene-3-carboxylic acid methyl ester), COC(=O)C=1COC2=CC=C(C=C2C1)SCC1=C(N=C(S1)C1=CC=C(C=C1)C(F)(F)F)C (6-[4-Methyl-2-(4-trifluoromethyl-pheny)-thiazol-5-ylmethylsulfanyl]-2H-chromene-3-carboxylic acid methyl ester). Reactants: solution, C(CCC)[Li] (n-butyllithium), [Br-].OC1=C(C[P+](C2=CC=CC=C2)(C2=CC=CC=C2)C2=CC=CC=C2)C=CC=C1 ((2-hydroxybenzyl)triphenylphosphonium bromide), C(#N)CCCCC(CC1=CC=C(C(=O)OC)C=C1)C=O (Methyl 4-(6-cyano-2-formylhexyl)benzoate), [Cl-].[NH4+] (ammonium chloride). Run in CCCCCC (hexane), C1CCOC1 (THF). Conditions: time 4 hour. The product is C(#N)CCCCC(CC1=CC=C(C(=O)OC)C=C1)\C=C\C1=C(C=CC=C1)O (Methyl E-4-{6-cyano-2-[2-(2-hydroxyphenyl)vinyl]hexyl}benzoate). Isolated yield 63.9%. Reaction SMILES: C([Li])CCC.[Br-].[OH:7][C:8]1[CH:33]=[CH:32][CH:31]=[CH:30][C:9]=1[CH2:10][P+](C1C=CC=CC=1)(C1C=CC=CC=1)C1C=CC=CC=1.[C:34]([CH2:36][CH2:37][CH2:38][CH2:39][CH:40]([CH:52]=O)[CH2:41][C:42]1[CH:51]=[CH:50][C:45]([C:46]([O:48][CH3:49])=[O:47])=[CH:44][CH:43]=1)#[N:35].[Cl-].[NH4+]>CCCCCC.C1COCC1>[C:34]([CH2:36][CH2:37][CH2:38][CH2:39][CH:40](/[CH:52]=[CH:10]/[C:9]1[CH:30]=[CH:31][CH:32]=[CH:33][C:8]=1[OH:7])[CH2:41][C:42]1[CH:43]=[CH:44][C:45]([C:46]([O:48][CH3:49])=[O:47])=[CH:50][CH:51]=1)#[N:35] |f:1.2,4.5|. Procedure details: 14.34 ml (35.85 mmol) of a 2.5 M solution of n-butyllithium in hexane are slowly added to a solution of 5.753 g (12.81 mmol) of (2-hydroxybenzyl)triphenylphosphonium bromide in 300 ml of anhydrous THF at 0° C. Then, at this temperature, 3.5 g (12:81 mmol) of methyl 4-(6-cyano-2-formylhexyl)benzoate from Example 118A are slowly metered in. After warming to room temperature, the reaction solution is stirred for 4 hours, then mixed with saturated ammonium chloride solution and concentrated to dryne... The reactants are C(C)OC1=C(C(=C(C=C1)C=1[Se]C(=CC1)C=C)F)F (2-(4-ethoxy-2,3-difluorophenyl)-5-vinylselenophene). Reagents/catalysts: [Pd] (Pd/C). Solvent: C(C)(=O)OCC (ethyl acetate). The product is C(C)OC1=C(C(=C(C=C1)C=1[Se]C(=CC1)CC)F)F (2-(4-Ethoxy-2,3-difluorophenyl)-5-ethylselenophene), solid. As a reaction SMILES: [CH2:1]([O:3][C:4]1[CH:9]=[CH:8][C:7]([C:10]2[Se:11][C:12]([CH:15]=[CH2:16])=[CH:13][CH:14]=2)=[C:6]([F:17])[C:5]=1[F:18])[CH3:2]>C(OCC)(=O)C.[Pd]>[CH2:1]([O:3][C:4]1[CH:9]=[CH:8][C:7]([C:10]2[Se:11][C:12]([CH2:15][CH3:16])=[CH:13][CH:14]=2)=[C:6]([F:17])[C:5]=1[F:18])[CH3:2]. Reported procedure: 1.50 g (4.77 mmol) of 2-(4-ethoxy-2,3-difluorophenyl)-5-vinylselenophene are hydrogenated in 15 ml of ethyl acetate, in the presence of Pd/C (5% of Pd) at atmospheric pressure and RT. The reaction soln. is filtered and concentrated to dryness, and the crude product is purified by column chromatography (SiO2, n-heptane:EtOAc=5:1). The further purification is carried out by recrystallisation from n-heptane. 2-(4-Ethoxy-2,3-difluorophenyl)-5-ethylselenophene is obtained as a colourless solid (m.p. ... Starting materials: CO, [H][H], O=c1[nH]c2ccccc2n1CCN1CCN(Cc2ccccc2)CC1. Yields the product O=c1[nH]c2ccccc2n1CCN1CCNCC1. Reaction SMILES: [CH3:28][OH:29].[H:26][H:27].[c:1]1([CH2:2][N:8]2[CH2:9][CH2:10][N:11]([CH2:14][CH2:15][n:16]3[c:17](=[O:25])[nH:18][c:19]4[c:20]3[cH:21][cH:22][cH:23][cH:24]4)[CH2:12][CH2:13]2)[cH:3][cH:4][cH:5][cH:6][cH:7]1>>[NH:8]1[CH2:9][CH2:10][N:11]([CH2:14][CH2:15][n:16]2[c:17](=[O:25])[nH:18][c:19]3[c:20]2[cH:21][cH:22][cH:23][cH:24]3)[CH2:12][CH2:13]1.